From a dataset of the Open Reaction Database (ORD), a public repository of structured organic reaction records. describe an organic reaction: reactants, conditions, products, and yield The yield is 40.0%. Procedure: To a solution of 100 mg (0.29 mmol) 5-(2-Chloro-pyridin-4-ylethynyl)-3-(4-fluoro-phenyl)-2-methyl-3H-imidazole-4-carbaldehyde (example 26) in 5 ml of methanol were added at 0° C. 11 mg (0.29 mmol) of sodium borohydride, and the mixture was stirred for 1 h at 0° C. The reaction mixture was quenched with sat. NaHCO3− solution and evaporated. The residue was extracted with water and ethyl acetate. The combined organic extracts were dried with sodium sulfate, filtered and evaporated. The crude produ... Yields the product ClC1=NC=CC(=C1)C#CC1=C(N(C(=N1)C)C1=CC=C(C=C1)F)CO ([5-(2-Chloro-pyridin-4-ylethynyl)-3-(4-fluoro-phenyl)-2-methyl-3H-imidazol-4-yl]-methanol), solid. As a reaction SMILES: [Cl:1][C:2]1[CH:7]=[C:6]([C:8]#[C:9][C:10]2[N:14]=[C:13]([CH3:15])[N:12]([C:16]3[CH:21]=[CH:20][C:19]([F:22])=[CH:18][CH:17]=3)[C:11]=2[CH:23]=[O:24])[CH:5]=[CH:4][N:3]=1.[BH4-].[Na+]>CO>[Cl:1][C:2]1[CH:7]=[C:6]([C:8]#[C:9][C:10]2[N:14]=[C:13]([CH3:15])[N:12]([C:16]3[CH:21]=[CH:20][C:19]([F:22])=[CH:18][CH:17]=3)[C:11]=2[CH2:23][OH:24])[CH:5]=[CH:4][N:3]=1 |f:1.2|. Run in CO (methanol). Starting materials: ClC1=NC=CC(=C1)C#CC1=C(N(C(=N1)C)C1=CC=C(C=C1)F)C=O (5-(2-Chloro-pyridin-4-ylethynyl)-3-(4-fluoro-phenyl)-2-methyl-3H-imidazole-4-carbaldehyde), [BH4-].[Na+] (sodium borohydride). Starting materials: C(C1=CC=CC=C1)(=O)O (benzoic acid), C(C)N(C1=CC(=CC=C1)N(CC)CC)CC (N,N,N',N'-tetraethyl-m-phenylenediamine), C(C)(=O)OC(C)=O (acetic anhydride). Run in CO (methanol). Run at temperature 70 celsius. The product is C(C)N(C1=C(C=CC(=C1)N(CC)CC)C1(OC(=O)C2=CC=CC=C12)C1=CC=C(C=C1)N(CC)CC)CC (3-(2,4-bis(diethylamino)phenyl)-3-(4-(diethylamino)phenyl)phthalide). Reaction SMILES: C(O)(=O)[C:2]1[CH:7]=[CH:6][CH:5]=[CH:4][CH:3]=1.[CH2:10]([N:12]([CH2:24][CH3:25])[C:13]1[CH:18]=[CH:17][CH:16]=[C:15]([N:19]([CH2:22][CH3:23])[CH2:20][CH3:21])[CH:14]=1)[CH3:11].[C:26]([O:29][C:30](=[O:32])[CH3:31])(=O)[CH3:27]>CO>[CH2:20]([N:19]([CH2:22][CH3:23])[C:15]1[CH:14]=[C:13]([N:12]([CH2:10][CH3:11])[CH2:24][CH3:25])[CH:18]=[CH:17][C:16]=1[C:26]1([C:5]2[CH:4]=[CH:3][C:2]([N:12]([CH2:13][CH3:14])[CH2:10][CH3:11])=[CH:7][CH:6]=2)[C:27]2[C:31](=[CH:15][CH:16]=[CH:17][CH:18]=2)[C:30](=[O:32])[O:29]1)[CH3:21]. Procedure: A mixture of 2-(4-diethylamino)benzoyl)benzoic acid (5.94 g.), N,N,N',N'-tetraethyl-m-phenylenediamine (4.84 g.) and acetic anhydride (3 ml.) was heated at 70° C. Addition of methanol (20 ml.) afforded 3-(2,4-bis(diethylamino)phenyl)-3-(4-(diethylamino)phenyl)phthalide (I: X=Y4 =(CH3CH2)2N, Y2 =Z4 =Z5 =Z6 =Z7 =H) (7.1 g., 135°-137° C.). Starting materials: C(C1=CC=CC=C1)OC1=CC(N(C=C1)CC(C1=CC2=C(CCN(CC2)C(C(F)(F)F)=O)C=C1)O)=O (4-Benzyloxy-1-{2-hydroxy-2-[3-(2,2,2-trifluoro-acetyl)-2,3,4,5-tetrahydro-1H-3-benzazepin-7-yl]-ethyl}-1H-pyridin-2-one), [OH-].[Na+] (sodium hydroxide). Run in CO (MeOH). Reaction conditions: time 2 hour. The product is C(C1=CC=CC=C1)OC1=CC(N(C=C1)CC(C1=CC2=C(CCNCC2)C=C1)O)=O (4-Benzyloxy-1-[2-hydroxy-2-(2,3,4,5-tetrahydro-1H-3-benzazepin-7-yl)-ethyl]-1H-pyridin-2-one). RXN SMILES: [CH2:1]([O:8][C:9]1[CH:14]=[CH:13][N:12]([CH2:15][CH:16]([OH:34])[C:17]2[CH:33]=[CH:32][C:20]3[CH2:21][CH2:22][N:23](C(=O)C(F)(F)F)[CH2:24][CH2:25][C:19]=3[CH:18]=2)[C:11](=[O:35])[CH:10]=1)[C:2]1[CH:7]=[CH:6][CH:5]=[CH:4][CH:3]=1.[OH-].[Na+]>CO>[CH2:1]([O:8][C:9]1[CH:14]=[CH:13][N:12]([CH2:15][CH:16]([OH:34])[C:17]2[CH:33]=[CH:32][C:20]3[CH2:21][CH2:22][NH:23][CH2:24][CH2:25][C:19]=3[CH:18]=2)[C:11](=[O:35])[CH:10]=1)[C:2]1[CH:7]=[CH:6][CH:5]=[CH:4][CH:3]=1 |f:1.2|. Procedure details: To 100 mg (0.21 mmol) 4-benzyloxy-1-{2-hydroxy-2-[3-(2,2,2-trifluoro-acetyl)-2,3,4,5-tetrahydro-1H-3-benzazepin-7-yl]-ethyl}-1H-pyridin-2-one (example 22.2) in 5.0 mL MeOH is added 0.41 mL (0.41 mmol) aqueous 1 M sodium hydroxide solution. The reaction mixture is stirred 2 h at RT. The solvent is evaporated, the residue is dissolved in DMF and purified via reverse HPLC chromatography (Zorbax stable bond, C18; water (0.15% formic acid)/acetonitrile 95:5 to 5:95). Procedure: 3-(8-(6-(2-methylpyrrolidin-1-yl)pyridin-2-ylamino)imidazo[1,2-b]pyridazin-6-yl)benzaldehyde (70 mg, 0.175 mmol) and pyrrolidine (14 mg, 0.194 mmol) were dissolved in 1,2-dichloroethane (10 mL), stirred for 1 h, then sodium triacetoxyborohydride (111 mg, 0.525 mmol) was added followed by AcOH (0.2 mL). After 15 h, the solvent was removed and the residue purified by chromatography (silica gel, dichloromethane/methanol 90:1) to give N-(6-(2-methylpyrrolidin-1-yl)pyridin-2-yl)-6-(3-(pyrrolidin-1-yl... Product: CC1N(CCC1)C1=CC=CC(=N1)NC=1C=2N(N=C(C1)C1=CC(=CC=C1)CN1CCCC1)C=CN2 (N-(6-(2-methylpyrrolidin-1-yl)pyridin-2-yl)-6-(3-(pyrrolidin-1-ylmethyl)phenyl)imidazo[1,2-b]pyridazin-8-amine). Isolated yield 22.7%. As a reaction SMILES: [CH3:1][CH:2]1[CH2:6][CH2:5][CH2:4][N:3]1[C:7]1[N:12]=[C:11]([NH:13][C:14]2[C:15]3[N:16]([CH:28]=[CH:29][N:30]=3)[N:17]=[C:18]([C:20]3[CH:21]=[C:22]([CH:25]=[CH:26][CH:27]=3)[CH:23]=O)[CH:19]=2)[CH:10]=[CH:9][CH:8]=1.[NH:31]1[CH2:35][CH2:34][CH2:33][CH2:32]1.C(O[BH-](OC(=O)C)OC(=O)C)(=O)C.[Na+].CC(O)=O>ClCCCl>[CH3:1][CH:2]1[CH2:6][CH2:5][CH2:4][N:3]1[C:7]1[N:12]=[C:11]([NH:13][C:14]2[C:15]3[N:16]([CH:28]=[CH:29][N:30]=3)[N:17]=[C:18]([C:20]3[CH:27]=[CH:26][CH:25]=[C:22]([CH2:23][N:31]4[CH2:35][CH2:34][CH2:33][CH2:32]4)[CH:21]=3)[CH:19]=2)[CH:10]=[CH:9][CH:8]=1 |f:2.3|. The solvent is ClCCCl (1,2-dichloroethane). Reaction conditions: time 1 hour. The reactants are CC(=O)O (AcOH), CC1N(CCC1)C1=CC=CC(=N1)NC=1C=2N(N=C(C1)C=1C=C(C=O)C=CC1)C=CN2 (3-(8-(6-(2-methylpyrrolidin-1-yl)pyridin-2-ylamino)imidazo[1,2-b]pyridazin-6-yl)benzaldehyde), N1CCCC1 (pyrrolidine), C(C)(=O)O[BH-](OC(C)=O)OC(C)=O.[Na+] (sodium triacetoxyborohydride). The reactants are CCOC(=O)c1cnc(SC)nc1Cl, CN, CCO. Product: CCOC(=O)c1cnc(SC)nc1NC. RXN SMILES: [CH2:1]([CH3:2])[O:3][C:4](=[O:5])[c:6]1[c:7]([Cl:14])[n:8][c:9]([S:12][CH3:13])[n:10][cH:11]1.[CH3:15][NH2:16].[CH3:17][CH2:18][OH:19]>>[CH2:1]([CH3:2])[O:3][C:4](=[O:5])[c:6]1[c:7]([NH:16][CH3:15])[n:8][c:9]([S:12][CH3:13])[n:10][cH:11]1. Starting materials: ClC1=CC=C(C=C1)N([C@@H]1C[C@@H](N(C2=CC=CC=C12)C(=O)C1=CC=C(OCCC(C(=O)OC)(C)C)C=C1)C)C(=O)C1CC1 (Methyl 4-(4-{[(2S,4R)-4-[(4-chlorophenyl)(cyclopropylcarbonyl)amino]-2-methyl-3,4-dihydroquinolin-1(2H)-yl]carbonyl}phenoxy)-2,2-dimethylbutanoate), [OH-].[Na+] (sodium hydroxide). The solvent is CO.O1CCCC1 (methanol tetrahydrofuran), O (water). Reaction conditions: temperature 40 celsius. Yields the product ClC1=CC=C(C=C1)N([C@@H]1C[C@@H](N(C2=CC=CC=C12)C(=O)C1=CC=C(OCCC(C(=O)O)(C)C)C=C1)C)C(=O)C1CC1 (4-(4-{[(2S,4R)-4-[(4-chlorophenyl)(cyclopropylcarbonyl)amino]-2-methyl-3,4-dihydroquinolin-1(2H)-yl]carbonyl}phenoxy)-2,2-dimethylbutanoic acid). Yield: 86.9%. As a reaction SMILES: [Cl:1][C:2]1[CH:7]=[CH:6][C:5]([N:8]([C:38]([CH:40]2[CH2:42][CH2:41]2)=[O:39])[C@H:9]2[C:18]3[C:13](=[CH:14][CH:15]=[CH:16][CH:17]=3)[N:12]([C:19]([C:21]3[CH:36]=[CH:35][C:24]([O:25][CH2:26][CH2:27][C:28]([CH3:34])([CH3:33])[C:29]([O:31]C)=[O:30])=[CH:23][CH:22]=3)=[O:20])[C@@H:11]([CH3:37])[CH2:10]2)=[CH:4][CH:3]=1.[OH-].[Na+]>CO.O1CCCC1.O>[Cl:1][C:2]1[CH:3]=[CH:4][C:5]([N:8]([C:38]([CH:40]2[CH2:41][CH2:42]2)=[O:39])[C@H:9]2[C:18]3[C:13](=[CH:14][CH:15]=[CH:16][CH:17]=3)[N:12]([C:19]([C:21]3[CH:22]=[CH:23][C:24]([O:25][CH2:26][CH2:27][C:28]([CH3:33])([CH3:34])[C:29]([OH:31])=[O:30])=[CH:35][CH:36]=3)=[O:20])[C@@H:11]([CH3:37])[CH2:10]2)=[CH:6][CH:7]=1 |f:1.2,3.4|. Reported procedure: Methyl 4-(4-{[(2S,4R)-4-[(4-chlorophenyl)(cyclopropylcarbonyl)amino]-2-methyl-3,4-dihydroquinolin-1(2H)-yl]carbonyl}phenoxy)-2,2-dimethylbutanoate (100 mg, 0.17 mmol, 1 equ.) was dissolved in methanol/tetrahydrofuran (2/1) (1 ml). A solution of sodium hydroxide (21 mg, 0.51 mmol, 3 eq.) in water (0.5 ml) was added and reaction mixture heated to 40° C. for 2 h. The mixture was concentrated and the residue was acidified with a 1N HCl aqueous solution and extracted with ethyl acetate. The organic l... Yields the product FC1=C(CN2N=C(C=3C2=NC=CC3)C=3OC(=CC3)S(=O)Cl)C=CC=C1 (1-(2-Fluorobenzyl)-3-[5chlorosulphinylfuran2-yl]pyrazolo[3,4-b]-pyridine). Reported procedure: 0.85 g (2.86 mmol) of 1-(2-fluorobenzyl)-3-(2-furyl)pyrazolo[3,4-b]pyridine is stirred with 20 ml of thionyl chloride for 25 min at 70° C. The batch is then evaporated in vacuo and reacted further in crude form. As a reaction SMILES: [F:1][C:2]1[CH:22]=[CH:21][CH:20]=[CH:19][C:3]=1[CH2:4][N:5]1[C:9]2=[N:10][CH:11]=[CH:12][CH:13]=[C:8]2[C:7]([C:14]2[O:15][CH:16]=[CH:17][CH:18]=2)=[N:6]1.[S:23](Cl)([Cl:25])=[O:24]>>[F:1][C:2]1[CH:22]=[CH:21][CH:20]=[CH:19][C:3]=1[CH2:4][N:5]1[C:9]2=[N:10][CH:11]=[CH:12][CH:13]=[C:8]2[C:7]([C:14]2[O:15][C:16]([S:23]([Cl:25])=[O:24])=[CH:17][CH:18]=2)=[N:6]1. Starting materials: FC1=C(CN2N=C(C=3C2=NC=CC3)C=3OC=CC3)C=CC=C1 (1-(2-fluorobenzyl)-3-(2-furyl)pyrazolo[3,4-b]pyridine), S(=O)(Cl)Cl (thionyl chloride).